From a dataset of the Open Reaction Database (ORD), a public repository of structured organic reaction records. describe an organic reaction: reactants, conditions, products, and yield Starting materials: O=C(NC1=C(F)C(F)=C(C(F)=C1F)C(F)(F)F)C(C)(C)CC. Reagents/catalysts: [B-](F)(F)(F)F.CC[N+](CC)(CC)CC, O1B(OC(C)(C)C1(C)C)B2OC(C)(C)C(O2)(C)C, O=C(O)C, [K].O=C(O)O, N=1C(OC)=CC(OC)=C2C=CC=CC12, [Pd].O=C(O)C. Solvent: N#CC. Reaction conditions: temperature 80 celsius, time 15 hour. Yields the product O=C(NC1=C(F)C(F)=C(C(F)=C1F)C(F)(F)F)C(C)(CB2OC(C)(C)C(O2)(C)C)CC. Yield: 73.0%.